This data is from the Open Reaction Database (ORD), a public repository of structured organic reaction records. The task is: describe an organic reaction: reactants, conditions, products, and yield Reactants: BrC=1C=C(C=CC1[N+](=O)[O-])N1CCN(CC1)C (1-(3-Bromo-4-nitro-phenyl)-4-methyl-piperazine), C1(=CCCCC1)B(O)O (cyclohexen-1-ylboronic acid). Reagents/catalysts: C=1C=CC(=CC1)[P](C=2C=CC=CC2)(C=3C=CC=CC3)[Pd]([P](C=4C=CC=CC4)(C=5C=CC=CC5)C=6C=CC=CC6)([P](C=7C=CC=CC7)(C=8C=CC=CC8)C=9C=CC=CC9)[P](C=1C=CC=CC1)(C=1C=CC=CC1)C=1C=CC=CC1 (tetrakis(triphenylphosphine)palladium). Run at temperature 100 celsius. Product: 5-g, C1(=CCCCC1)C=1C=C(C=CC1[N+](=O)[O-])N1CCN(CC1)C (1-(3-Cyclohex-1-enyl-4-nitro-phenyl)-4-methyl-piperazine). The yield is 123.0%. As a reaction SMILES: Br[C:2]1[CH:3]=[C:4]([N:11]2[CH2:16][CH2:15][N:14]([CH3:17])[CH2:13][CH2:12]2)[CH:5]=[CH:6][C:7]=1[N+:8]([O-:10])=[O:9].[C:18]1(B(O)O)[CH2:23][CH2:22][CH2:21][CH2:20][CH:19]=1>C1C=CC([P]([Pd]([P](C2C=CC=CC=2)(C2C=CC=CC=2)C2C=CC=CC=2)([P](C2C=CC=CC=2)(C2C=CC=CC=2)C2C=CC=CC=2)[P](C2C=CC=CC=2)(C2C=CC=CC=2)C2C=CC=CC=2)(C2C=CC=CC=2)C2C=CC=CC=2)=CC=1>[C:18]1([C:2]2[CH:3]=[C:4]([N:11]3[CH2:16][CH2:15][N:14]([CH3:17])[CH2:13][CH2:12]3)[CH:5]=[CH:6][C:7]=2[N+:8]([O-:10])=[O:9])[CH2:23][CH2:22][CH2:21][CH2:20][CH:19]=1 |^1:30,32,51,70|. Procedure details: A mixture of 102 mg (0.340 mmol) 1-(3-bromo-4-nitro-phenyl)-4-methyl-piperazine (as prepared in Example 9, step (a)), 59.7 mg (0.474 mmol) cyclohexen-1-ylboronic acid, 43.8 mg (0.0379 mmol) of tetrakis(triphenylphosphine)palladium (0) under Ar was treated with 206 μL (0.412 mmol) of 2.0 M degassed aq Na2CO3, 0.6 mL degassed anh toluene and 0.2 mL degassed anh EtOH and the mixture was heated at 100° C. for 21 h. After cooling to RT, the mixture was poured into EtOAc (10 mL), washed with brine (10...